Dataset: the Open Reaction Database (ORD), a public repository of structured organic reaction records. Task: describe an organic reaction: reactants, conditions, products, and yield Solvent: C(C)O (ethanol). The product is C(C1=CC=CC=C1)OC1=C(C=CC(=C1)OCC1=CC=CC=C1)CCC(=O)O (3-(2,4-dibenzyloxyphenyl)propionic acid). RXN SMILES: [CH2:1]([O:8][C:9]1[CH:14]=[C:13]([O:15][CH2:16][C:17]2[CH:22]=[CH:21][CH:20]=[CH:19][CH:18]=2)[CH:12]=[CH:11][C:10]=1[CH2:23][CH2:24][C:25]([O:27]CC)=[O:26])[C:2]1[CH:7]=[CH:6][CH:5]=[CH:4][CH:3]=1.[OH-].[Na+].Cl>C(O)C>[CH2:1]([O:8][C:9]1[CH:14]=[C:13]([O:15][CH2:16][C:17]2[CH:22]=[CH:21][CH:20]=[CH:19][CH:18]=2)[CH:12]=[CH:11][C:10]=1[CH2:23][CH2:24][C:25]([OH:27])=[O:26])[C:2]1[CH:7]=[CH:6][CH:5]=[CH:4][CH:3]=1 |f:1.2|. Reaction conditions: time 6 hour. Isolated yield 84.4%. Procedure: To a solution of ethyl 3-(2,4-dibenzyloxyphenyl)propionate (12.0 g) in ethanol (300 ml), sodium hydroxide (10.3 g) was added, followed by stirring at room temperature for 6 hours. The reaction mixture was adjusted to pH 4.0 with addition of 5N hydrochloric acid solution. Ethanol was distilled off and to the residue was added water. The precipitated crystal was collected by filtration, washed with water and dried to obtain as colorless crystal 3-(2,4-dibenzyloxyphenyl)propionic acid (9.4 g). Starting materials: C(C1=CC=CC=C1)OC1=C(C=CC(=C1)OCC1=CC=CC=C1)CCC(=O)OCC (ethyl 3-(2,4-dibenzyloxyphenyl)propionate), [OH-].[Na+] (sodium hydroxide), Cl (hydrochloric acid). The reactants are Cc1cc(N)ncc1Br, [Na+], [OH-], O, O=[N+]([O-])O, O=S(=O)(O)O. Yields the product Cc1c(Br)cnc(N)c1[N+](=O)[O-]. As a reaction SMILES: [Br:5][c:6]1[c:7]([CH3:13])[cH:8][c:9]([NH2:12])[n:10][cH:11]1.[Na+:16].[OH-:15].[OH2:14].[OH:1][N+:2]([O-:3])=[O:4].[S:17](=[O:18])(=[O:19])([OH:20])[OH:21]>>[O-:1][N+:2](=[O:4])[c:8]1[c:7]([CH3:13])[c:6]([Br:5])[cH:11][n:10][c:9]1[NH2:12]. Reactants: CC(C)C[Al+]CC(C)C, Cc1ccccc1, [H-], C1CCOC1, O, CCOC(=O)c1cn(-c2ccccc2)c(Sc2ccccc2)n1. The product is OCc1cn(-c2ccccc2)c(Sc2ccccc2)n1. As a reaction SMILES: [CH2:25]([Al+:26][CH2:27][CH:28]([CH3:29])[CH3:30])[CH:31]([CH3:32])[CH3:33].[CH3:40][c:41]1[cH:42][cH:43][cH:44][cH:45][cH:46]1.[H-:24].[O:35]1[CH2:36][CH2:37][CH2:38][CH2:39]1.[OH2:34].[c:1]1(-[n:7]2[c:8]([S:17][c:18]3[cH:19][cH:20][cH:21][cH:22][cH:23]3)[n:9][c:10]([C:12](=[O:13])[O:14][CH2:15][CH3:16])[cH:11]2)[cH:2][cH:3][cH:4][cH:5][cH:6]1>>[c:1]1(-[n:7]2[c:8]([S:17][c:18]3[cH:19][cH:20][cH:21][cH:22][cH:23]3)[n:9][c:10]([CH2:12][OH:13])[cH:11]2)[cH:2][cH:3][cH:4][cH:5][cH:6]1. The reactants are [H-].[Na+] (sodium hydride), CN(C=O)C (dimethylformamide), OC1=C(C=C(C=C1)\C=C\C1=CC=CC=C1)OC (trans-4-hydroxy-3-methoxystilbene), C1(=CC=C(C=C1)S(=O)(=O)OCCC(CCC=1C=NC=CC1)O)C ((±)-3-hydroxy-5-(3-pyridyl)-1-pentyl para-toluenesulfonate). Product: COC1=C(OCC(CCCC=2C=NC=CC2)O)C=CC(=C1)\C=C\C1=CC=CC=C1 ((±)-(E)-1-(2-Methoxy-4-(2-phenylethenyl)phenoxy)-5-(3-pyridyl)-2-pentanol). As a reaction SMILES: [H-].[Na+].[OH:3][C:4]1[CH:9]=[CH:8][C:7](/[CH:10]=[CH:11]/[C:12]2[CH:17]=[CH:16][CH:15]=[CH:14][CH:13]=2)=[CH:6][C:5]=1[O:18][CH3:19].C1(C)C=CC(S(O[CH2:30][CH2:31][CH:32](O)[CH2:33][CH2:34][C:35]2[CH:36]=[N:37][CH:38]=[CH:39][CH:40]=2)(=O)=O)=CC=1.CN(C)C=[O:46]>>[CH3:19][O:18][C:5]1[CH:6]=[C:7](/[CH:10]=[CH:11]/[C:12]2[CH:13]=[CH:14][CH:15]=[CH:16][CH:17]=2)[CH:8]=[CH:9][C:4]=1[O:3][CH2:30][CH:31]([OH:46])[CH2:32][CH2:33][CH2:34][C:35]1[CH:36]=[N:37][CH:38]=[CH:39][CH:40]=1 |f:0.1|. Procedure: Prepared according to the method described in Example 96d) from sodium hydride (60% dispersion in mineral oil, 55 mg), trans-4-hydroxy-3-methoxystilbene (0.314 g) and (±)-3-hydroxy-5-(3-pyridyl)-1-pentyl para-toluenesulfonate (310 mg) in anhydrous dimethylformamide (6 ml). The crude product was purified by column chromatography over silica eluting with methanol:dichloromethane (1:19) to give the title compound (0.197 g) as a solid which was recrystallised from ethyl acetate:hexane. Procedure details: Analogously to Example 6(b), 10.0 g of 15α-hydroxy-4-(phenylthiomethyl)androst-4-ene-3,17-dione is treated with Raney nickel, thus isolating 4.8 g of 15α-hydroxy-4-methylandrost-4-ene-3,17-dione as a foam. Starting materials: O[C@H]1CC([C@]2(C)[C@@H]1[C@@H]1CCC3=C(C(CC[C@]3(C)[C@H]1CC2)=O)CSC2=CC=CC=C2)=O (15α-hydroxy-4-(phenylthiomethyl)androst-4-ene-3,17-dione). As a reaction SMILES: [OH:1][C@@H:2]1[C@H:7]2[C@H:8]3[C@H:18]([CH2:19][CH2:20][C@:5]2([CH3:6])[C:4](=[O:30])[CH2:3]1)[C@:16]1([CH3:17])[C:11](=[C:12]([CH2:22]SC2C=CC=CC=2)[C:13](=[O:21])[CH2:14][CH2:15]1)[CH2:10][CH2:9]3>[Ni]>[OH:1][C@@H:2]1[C@H:7]2[C@H:8]3[C@H:18]([CH2:19][CH2:20][C@:5]2([CH3:6])[C:4](=[O:30])[CH2:3]1)[C@:16]1([CH3:17])[C:11](=[C:12]([CH3:22])[C:13](=[O:21])[CH2:14][CH2:15]1)[CH2:10][CH2:9]3. The reagents and catalysts are [Ni] (Raney nickel). Product: O[C@H]1CC([C@]2(C)[C@@H]1[C@@H]1CCC3=C(C(CC[C@]3(C)[C@H]1CC2)=O)C)=O (15α-hydroxy-4-methylandrost-4-ene-3,17-dione). Yield: 64.4%. Reactants: BrCC#N (bromoacetonitrile), C([O-])([O-])=O.[K+].[K+] (potassium carbonate), BrC1=C2C=CC(=CC2=CC=C1O)CNC(=O)C1=C(OC2=C1C=CC=C2)CCCC (2-butyl-benzofuran-3-carboxylic acid (5-bromo-6-hydroxy-naphthalen-2-ylmethyl)-amide). Run in CN(C)C=O (DMF), C(C)(=O)OCC (ethyl acetate). Reaction conditions: time 8 hour. Yields the product BrC1=C2C=CC(=CC2=CC=C1OCC#N)CNC(=O)C1=C(OC2=C1C=CC=C2)CCCC (2-butyl-benzofuran-3-carboxylic acid (5-bromo-6-cyanomethoxy-naphthalen-2-ylmethyl)-amide). Isolated yield 99.9%. RXN SMILES: [Br:1][C:2]1[C:11]([OH:12])=[CH:10][CH:9]=[C:8]2[C:3]=1[CH:4]=[CH:5][C:6]([CH2:13][NH:14][C:15]([C:17]1[C:21]3[CH:22]=[CH:23][CH:24]=[CH:25][C:20]=3[O:19][C:18]=1[CH2:26][CH2:27][CH2:28][CH3:29])=[O:16])=[CH:7]2.Br[CH2:31][C:32]#[N:33].C(=O)([O-])[O-].[K+].[K+]>CN(C=O)C.C(OCC)(=O)C>[Br:1][C:2]1[C:11]([O:12][CH2:31][C:32]#[N:33])=[CH:10][CH:9]=[C:8]2[C:3]=1[CH:4]=[CH:5][C:6]([CH2:13][NH:14][C:15]([C:17]1[C:21]3[CH:22]=[CH:23][CH:24]=[CH:25][C:20]=3[O:19][C:18]=1[CH2:26][CH2:27][CH2:28][CH3:29])=[O:16])=[CH:7]2 |f:2.3.4|. Procedure: A mixture of 2-butyl-benzofuran-3-carboxylic acid (5-bromo-6-hydroxy-naphthalen-2-ylmethyl)-amide (300 mg, 0.66 mmol), prepared in the previous step, bromoacetonitrile (56 μL, 0.80 mmol) and potassium carbonate (460 mg, 3.32 mmol) in 15 mL of DMF was stirred under nitrogen at room temperature for 18 h (overnight). The reaction was diluted with ethyl acetate, extracted multiple times with water, dried (MgSO4) and the solvent removed under reduced pressure to give 2-butyl-benzofuran-3-carboxylic a...